From a dataset of the Open Reaction Database (ORD), a public repository of structured organic reaction records. describe an organic reaction: reactants, conditions, products, and yield Reactants: C(C=1C(N)=CC=CC1)(=O)N (anthranilamide), C([O-])([O-])=O.[K+].[K+] (potassium carbonate), BrCC(=O)OCC (ethyl bromoacetate), CN(C=O)C (dimethylformamide). The solvent is O (water). Yields the product C(C)OC(CNC1=C(C=CC=C1)C#N)=O (N-(2-Cyanophenyl)glycine ethyl ester). As a reaction SMILES: [C:1]([NH2:10])(=O)[C:2]1[C:3](=[CH:5][CH:6]=[CH:7][CH:8]=1)[NH2:4].C(=O)([O-])[O-].[K+].[K+].Br[CH2:18][C:19]([O:21][CH2:22][CH3:23])=[O:20].CN(C)C=O>O>[CH2:22]([O:21][C:19](=[O:20])[CH2:18][NH:4][C:3]1[CH:5]=[CH:6][CH:7]=[CH:8][C:2]=1[C:1]#[N:10])[CH3:23] |f:1.2.3|. Reported procedure: A mixture of anthranilamide (11.8 g), potassium carbonate (20 g), ethyl bromoacetate (18 g) and dimethylformamide (50 mL) was heated at reflux for 40 min. The reaction mixture was diluted with water and the product was extracted with ether. The organic layer was washed with water and brine, dried over magnesium sulfate and the solvent was removed in vacuo. The residue was recrystallized from ethanol to afford N-(2-Cyanophenyl)glycine ethyl ester as a colorless solid. Reactants: [Al+3], CCOC(=O)c1cn(Cc2ccccc2)nc1OCc1ccc(OCc2nc(-c3ccco3)oc2C)c(CC)c1, CCOC(C)=O, [H-], [H-], [H-], [H-], [Li+], [Na+], [Na+], C1CCOC1, O, O, O, O, O, O, O, O, O, O, O=S(=O)([O-])[O-]. The product is CCc1cc(COc2nn(Cc3ccccc3)cc2CO)ccc1OCc1nc(-c2ccco2)oc1C. Reaction SMILES: [Al+3:42].[CH2:1]([c:2]1[cH:3][cH:4][cH:5][cH:6][cH:7]1)[n:8]1[n:9][c:10]([O:18][CH2:19][c:20]2[cH:21][c:22]([CH2:39][CH3:40])[c:23]([O:26][CH2:27][c:28]3[n:29][c:30](-[c:34]4[o:35][cH:36][cH:37][cH:38]4)[o:31][c:32]3[CH3:33])[cH:24][cH:25]2)[c:11]([C:13](=[O:14])[O:15][CH2:16][CH3:17])[cH:12]1.[CH3:69][CH2:70][O:71][C:72](=[O:73])[CH3:74].[H-:41].[H-:44].[H-:45].[H-:46].[Li+:43].[Na+:62].[Na+:63].[O:64]1[CH2:65][CH2:66][CH2:67][CH2:68]1.[OH2:47].[OH2:48].[OH2:49].[OH2:50].[OH2:51].[OH2:52].[OH2:53].[OH2:54].[OH2:55].[OH2:56].[S:57]([O-:58])([O-:59])(=[O:60])=[O:61]>>[CH2:1]([c:2]1[cH:3][cH:4][cH:5][cH:6][cH:7]1)[n:8]1[n:9][c:10]([O:18][CH2:19][c:20]2[cH:21][c:22]([CH2:39][CH3:40])[c:23]([O:26][CH2:27][c:28]3[n:29][c:30](-[c:34]4[o:35][cH:36][cH:37][cH:38]4)[o:31][c:32]3[CH3:33])[cH:24][cH:25]2)[c:11]([CH2:13][OH:14])[cH:12]1. Reactants: [H-].[Na+] (NaH), C(C)(C)(C)[SiH2]OC(C1=CC(=NC=C1)N)(C)C (4-(tert-Butyl-dimethyl-silanyloxymethyl)-pyridin-2-ylamine), ClC=1SC(=CN1)C#N (2-Chloro-thiazole-5-carbonitrile). Run in C1CCOC1 (THF). Conditions: time 15 minute. Product: C(C)(C)(C)[SiH2]OC(C1=CC(=NC=C1)NC=1SC(=CN1)C#N)(C)C (2-[4-(tert-Butyl-dimethyl-silanyloxymethyl)-pyridin-2-ylamino]-thiazole-5-carbonitrile). RXN SMILES: [C:1]([SiH2:5][O:6][C:7]([CH3:16])([CH3:15])[C:8]1[CH:13]=[CH:12][N:11]=[C:10]([NH2:14])[CH:9]=1)([CH3:4])([CH3:3])[CH3:2].[H-].[Na+].Cl[C:20]1[S:21][C:22]([C:25]#[N:26])=[CH:23][N:24]=1>C1COCC1>[C:1]([SiH2:5][O:6][C:7]([CH3:16])([CH3:15])[C:8]1[CH:13]=[CH:12][N:11]=[C:10]([NH:14][C:20]2[S:21][C:22]([C:25]#[N:26])=[CH:23][N:24]=2)[CH:9]=1)([CH3:4])([CH3:2])[CH3:3] |f:1.2|. Procedure: 4-(tert-Butyl-dimethyl-silanyloxymethyl)-pyridin-2-ylamine (8-5, 5.94 g, 24.9 mmol) was dissolved in 50 mL anhydrous THF under N2. NaH (60% suspension, 2.99 g, 74.8 mmol, 3 equiv) was added (vigorous bubbling occurs) and the resulting mixture was stirred for 15 min. 2-Chloro-thiazole-5-carbonitrile (4.32 g, 29.9 mmol) was added and the reaction was heated to reflux. After 2 h the reaction was cooled and was quenched by the addition of water. The THF was removed in vacuo and the resulting aqueous... Reactants: hydroxysuccinimide ester, CC1(CCCCC1)OC(=O)N[C@@H](CC1=CC=CC=C1)C(=O)O (N-(1-methylcyclohexyloxycarbonyl) phenylalanine), Cl.COC([C@@H](N)C)=O (alanine methyl ester hydrochloride), C(Cl)Cl (methylene chloride). The solvent is C(C)N(CC)CC (triethylamine). Conditions: time 6 hour. Yields the product CC1(CCCCC1)OC(=O)N[C@@H](CC1=CC=CC=C1)C(=O)O.COC([C@@H](N)C)=O (N-(1-methylcyclohexyloxycarbonyl) phenylalanine alanine methyl ester). As a reaction SMILES: [CH3:1][C:2]1([O:8][C:9]([NH:11][C@H:12]([C:20]([OH:22])=[O:21])[CH2:13][C:14]2[CH:19]=[CH:18][CH:17]=[CH:16][CH:15]=2)=[O:10])[CH2:7][CH2:6][CH2:5][CH2:4][CH2:3]1.Cl.[CH3:24][O:25][C:26](=[O:30])[C@H:27]([CH3:29])[NH2:28].C(Cl)Cl>C(N(CC)CC)C>[CH3:1][C:2]1([O:8][C:9]([NH:11][C@H:12]([C:20]([OH:22])=[O:21])[CH2:13][C:14]2[CH:15]=[CH:16][CH:17]=[CH:18][CH:19]=2)=[O:10])[CH2:3][CH2:4][CH2:5][CH2:6][CH2:7]1.[CH3:24][O:25][C:26](=[O:30])[C@H:27]([CH3:29])[NH2:28] |f:1.2,5.6|. Procedure: A solution of 0.67 mM of the hydroxysuccinimide ester of N-(1-methylcyclohexyloxycarbonyl) phenylalanine and 0.70 mM of alanine methyl ester hydrochloride in 10 ml. of methylene chloride is treated with triethylamine until the pH is adjusted to 7.6-8.0. Reaction is stirred six hours and the reaction mixture is washed according to the following procedure: one time with dilute sodium bicarbonate solution; once with 50% saturated sodium chloride solution; once with 0.2 N sulfuric acid saturated wit...